This data is from the Open Reaction Database (ORD), a public repository of structured organic reaction records. The task is: describe an organic reaction: reactants, conditions, products, and yield Reported procedure: t-Butyl 3-ethyl-7-(2-thienylacetamido)-3-cephem-4-carboxylate (23 mg) was treated with trifluoracetic acid at room temperature for 1 hour. The excess trifluoroacetic acid was distilled off azeotropically with dry benzene to give the free acid (XVII) as a gum (17 mg) νmax (CHCl3) 1770, 1705, 1680 cm-1The minimum inhibitory concentrations of this compound required to inhibit the growth of five typical Gram-positive bacteria are tabulated below: Reaction SMILES: [CH2:1]([C:3]1[CH2:4][S:5][C@@H:6]2[CH:17]([NH:18][C:19](=[O:26])[CH2:20][C:21]3[S:22][CH:23]=[CH:24][CH:25]=3)[C:16](=[O:27])[N:7]2[C:8]=1[C:9]([O:11]C(C)(C)C)=[O:10])[CH3:2].FC(F)(F)C(O)=O>>[CH2:1]([C:3]1[CH2:4][S:5][C@@H:6]2[CH:17]([NH:18][C:19](=[O:26])[CH2:20][C:21]3[S:22][CH:23]=[CH:24][CH:25]=3)[C:16](=[O:27])[N:7]2[C:8]=1[C:9]([OH:11])=[O:10])[CH3:2]. Product: C(C)C=1CS[C@H]2N(C1C(=O)O)C(C2NC(CC=2SC=CC2)=O)=O (3-ethyl-7-(2-thienylacetamido)-3-cephem-4-carboxylic acid). Isolated yield 85.7%. Reactants: C(C)C=1CS[C@H]2N(C1C(=O)OC(C)(C)C)C(C2NC(CC=2SC=CC2)=O)=O (t-Butyl 3-ethyl-7-(2-thienylacetamido)-3-cephem-4-carboxylate), FC(C(=O)O)(F)F (trifluoracetic acid). Starting materials: [OH-].[Na+] (sodium hydroxide), Cl (HCl), CN(C1=NC(=NC2=C(C=CC=C12)OC)NC1=C(C=CC=C1)C)C1=CC=CC=C1 (4-(N-Methylphenylamino)-2-(2-methylphenylamino)-8-methoxyquinazoline), A-88311461.3, B(Br)(Br)Br (Boron tribromide). Run in ClCCl (dichloromethane). Conditions: time 3 hour. Product: CN(C1=NC(=NC2=C(C=CC=C12)O)NC1=C(C=CC=C1)C)C1=CC=CC=C1 (4-(N-Methylphenylamino)-2-(2-methylphenylamino)-8-hydroxyquinazoline). The yield is 37.8%. As a reaction SMILES: [CH3:1][N:2]([C:23]1[CH:28]=[CH:27][CH:26]=[CH:25][CH:24]=1)[C:3]1[C:12]2[C:7](=[C:8]([O:13]C)[CH:9]=[CH:10][CH:11]=2)[N:6]=[C:5]([NH:15][C:16]2[CH:21]=[CH:20][CH:19]=[CH:18][C:17]=2[CH3:22])[N:4]=1.B(Br)(Br)Br.[OH-].[Na+].Cl>ClCCl>[CH3:1][N:2]([C:23]1[CH:28]=[CH:27][CH:26]=[CH:25][CH:24]=1)[C:3]1[C:12]2[C:7](=[C:8]([OH:13])[CH:9]=[CH:10][CH:11]=2)[N:6]=[C:5]([NH:15][C:16]2[CH:21]=[CH:20][CH:19]=[CH:18][C:17]=2[CH3:22])[N:4]=1 |f:2.3|. Procedure details: 4-(N-Methylphenylamino)-2-(2-methylphenylamino)-8-methoxyquinazoline (prepared as described in co-pending EP-A-88311461.3) (1.81 g, 0.0049 mol) was dissolved in dichloromethane (50 ml) and cooled to 0°-5° under nitrogen. Boron tribromide (6.25 g, 0.025 mol) was added dropwise via a syringe through a rubber septum over a period of 10 minutes Reaction was stirred 3 hours at 0°-5° and then allowed to rise to room temperature overnight. The reaction mixture was poured onto ice and the pH adjusted to... Starting materials: CC(=O)OCc1c(B2OC(C)(C)C(C)(C)O2)cccc1-n1ncc2cc(C(C)(C)C)cc(F)c2c1=O, CCCCO, CC(C)c1cc(C(C)C)c(-c2ccccc2P(C2CCCCC2)C2CCCCC2)c(C(C)C)c1, [Cl-], [K+], [K+], [K+], Cn1nc(Nc2cc(Cl)nn(C)c2=O)cc1CN1CCC1, [NH4+], O, O=P([O-])([O-])[O-]. The product is CC(=O)OCc1c(-c2cc(Nc3cc(CN4CCC4)n(C)n3)c(=O)n(C)n2)cccc1-n1ncc2cc(C(C)(C)C)cc(F)c2c1=O. As a reaction SMILES: [C:1]([CH3:2])(=[O:3])[O:4][CH2:5][c:6]1[c:7](-[n:21]2[c:22](=[O:36])[c:23]3[c:24]([F:35])[cH:25][c:26]([C:31]([CH3:32])([CH3:33])[CH3:34])[cH:27][c:28]3[cH:29][n:30]2)[cH:8][cH:9][cH:10][c:11]1[B:12]1[O:13][C:14]([CH3:15])([CH3:16])[C:17]([CH3:18])([CH3:19])[O:20]1.[CH2:102]([OH:103])[CH2:104][CH2:105][CH3:106].[CH:66]1([P:67]([CH:68]2[CH2:69][CH2:70][CH2:71][CH2:72][CH2:73]2)[c:74]2[cH:75][cH:76][cH:77][cH:78][c:79]2-[c:80]2[c:81]([CH:82]([CH3:83])[CH3:84])[cH:85][c:86]([CH:87]([CH3:88])[CH3:89])[cH:90][c:91]2[CH:92]([CH3:93])[CH3:94])[CH2:95][CH2:96][CH2:97][CH2:98][CH2:99]1.[Cl-:100].[K+:63].[K+:64].[K+:65].[N:37]1([CH2:41][c:42]2[cH:43][c:44]([NH:48][c:49]3[c:50](=[O:57])[n:51]([CH3:56])[n:52][c:53]([Cl:55])[cH:54]3)[n:45][n:46]2[CH3:47])[CH2:38][CH2:39][CH2:40]1.[NH4+:101].[OH2:107].[P:58]([O-:59])([O-:60])([O-:61])=[O:62]>>[C:1]([CH3:2])(=[O:3])[O:4][CH2:5][c:6]1[c:7](-[n:21]2[c:22](=[O:36])[c:23]3[c:24]([F:35])[cH:25][c:26]([C:31]([CH3:32])([CH3:33])[CH3:34])[cH:27][c:28]3[cH:29][n:30]2)[cH:8][cH:9][cH:10][c:11]1-[c:53]1[n:52][n:51]([CH3:56])[c:50](=[O:57])[c:49]([NH:48][c:44]2[cH:43][c:42]([CH2:41][N:37]3[CH2:38][CH2:39][CH2:40]3)[n:46]([CH3:47])[n:45]2)[cH:54]1. Solvent: O (Water), CC(C)O (2-propanol), C(C)O (ethanol). The reactants are Cl (hydrogen chloride), C(C)(=O)N1C(NC(=C1C(=O)OCC)CBr)=O (ethyl 3-acetyl-5-(bromomethyl)-2,3-dihydro-2-oxo-1H-imidazole-4-carboxylate), C1(=CC=CC=C1)C1CCNCC1 (4-phenylpiperidine), C([O-])([O-])=O.[K+].[K+] (potassium carbonate). Product: Cl.C1(=CC=CC=C1)C1CCN(CC1)CC1=C(NC(N1)=O)C(=O)OCC (ethyl 2,3-dihydro-5-[(4-phenyl-1-piperidinyl)methyl]-2-oxo-1H-imidazole-4-carboxylate hydrochloride). Reported procedure: A mixture of 4.4 g (15 mmole) of ethyl 3-acetyl-5-(bromomethyl)-2,3-dihydro-2-oxo-1H-imidazole-4-carboxylate 2.5 g (16 mmole) of 4-phenylpiperidine, 2.1 g (15 mmole) of potassium carbonate and 75 ml of ethanol is stirred at 25° C. for 16 hours. Water (100 ml) is added and a precipitate forms. This is separated by filtration and washed with water. It is then suspended in 2-propanol and 1 equivalent of hydrogen chloride in 2-propanol is added. The resulting solid is separated by filtration and rec... Reaction SMILES: C([N:4]1[C:8]([C:9]([O:11][CH2:12][CH3:13])=[O:10])=[C:7]([CH2:14]Br)[NH:6][C:5]1=[O:16])(=O)C.[C:17]1([CH:23]2[CH2:28][CH2:27][NH:26][CH2:25][CH2:24]2)[CH:22]=[CH:21][CH:20]=[CH:19][CH:18]=1.C(=O)([O-])[O-].[K+].[K+].[ClH:35]>CC(O)C.O.C(O)C>[ClH:35].[C:17]1([CH:23]2[CH2:24][CH2:25][N:26]([CH2:14][C:7]3[NH:6][C:5](=[O:16])[NH:4][C:8]=3[C:9]([O:11][CH2:12][CH3:13])=[O:10])[CH2:27][CH2:28]2)[CH:22]=[CH:21][CH:20]=[CH:19][CH:18]=1 |f:2.3.4,9.10|. Run at temperature 25 celsius, time 16 hour. As a reaction SMILES: [NH2:1][C:2]1[N:11]=[C:10]([OH:12])[C:9]2[C:4](=[CH:5][CH:6]=[C:7]([CH2:13][N:14]([C:24]3[CH:45]=[CH:44][C:27]([C:28]([NH:30][C@H:31]([C:39]([O:41]CC)=[O:40])[CH2:32][CH2:33][C:34]([O:36]CC)=[O:35])=[O:29])=[CH:26][CH:25]=3)[CH2:15][C:16]3[C:17](=[O:23])[NH:18][C:19](=[O:22])[NH:20][CH:21]=3)[CH:8]=2)[N:3]=1.[OH-].[Na+]>O.C(O)C>[NH2:1][C:2]1[N:11]=[C:10]([OH:12])[C:9]2[C:4](=[CH:5][CH:6]=[C:7]([CH2:13][N:14]([C:24]3[CH:25]=[CH:26][C:27]([C:28]([NH:30][C@H:31]([C:39]([OH:41])=[O:40])[CH2:32][CH2:33][C:34]([OH:36])=[O:35])=[O:29])=[CH:44][CH:45]=3)[CH2:15][C:16]3[C:17](=[O:23])[NH:18][C:19](=[O:22])[NH:20][CH:21]=3)[CH:8]=2)[N:3]=1 |f:1.2|. Procedure: Diethyl N-(4-(N-(2-amino-4-hydroxy-6-quinazolinyl)methyl-N-(5-uracilyl)methyl-amino)benzoyl)-L-glutamate (0.327 g) was suspended in a mixture of water (7 ml) and ethanol (2 ml) and treated with 1 N NaOH aq. (6 mol. eq.) Vigorous shaking gave a solution within 30 min. After a further 1.5 hr. the solution was clarified by filtration and the pH brought to 4.0 using 1 N HCl aq. A particulate precipitate of the product resulted. It was freed from inorganic ions by three cycles of suspension-centrifug... Run in O (water), C(C)O (ethanol). Yields the product diacid, NC1=NC2=CC=C(C=C2C(=N1)O)CN(CC=1C(NC(NC1)=O)=O)C1=CC=C(C(=O)N[C@@H](CCC(=O)O)C(=O)O)C=C1 (N-(4-(N-(2-amino-4-hydroxy-6-quinazolinyl)methyl-N-(5-uracilyl)methyl-amino)benzoyl)-L-glutamic acid). Starting materials: [OH-].[Na+] (NaOH), NC1=NC2=CC=C(C=C2C(=N1)O)CN(CC=1C(NC(NC1)=O)=O)C1=CC=C(C(=O)N[C@@H](CCC(=O)OCC)C(=O)OCC)C=C1 (Diethyl N-(4-(N-(2-amino-4-hydroxy-6-quinazolinyl)methyl-N-(5-uracilyl)methyl-amino)benzoyl)-L-glutamate). Run at time 1.5 hour.